From a dataset of the Open Reaction Database (ORD), a public repository of structured organic reaction records. describe an organic reaction: reactants, conditions, products, and yield The yield is 67.1%. Reaction conditions: time 12 hour. Product: NC=1O[C@@H]2C[C@@H]2[C@@](N1)(C(F)F)C=1C=C(C=CC1F)NC(C1=NC=C(C=C1OC)Cl)=O (N-(3-((1R,5S,6R)-3-amino-5-(difluoromethyl)-2-oxa-4-azabicyclo[4.1.0]hept-3-en-5-yl)-4-fluorophenyl)-5-chloro-3-methoxypicolinamide). Reactants: CCCP1(=O)OP(=O)(OP(=O)(O1)CCC)CCC (1-propanephosphonic acid cyclic anhydride), NC=1C=CC(=C(C1)[C@@]1(N=C(O[C@H]2C[C@@H]12)N)C(F)F)F ((1S,5R,6S)-5-(5-amino-2-fluorophenyl)-5-(difluoromethyl)-2-oxa-4-azabicyclo[4.1.0]hept-3-en-3-amine), ClC=1C=C(C(=NC1)C(=O)O)OC (5-chloro-3-methoxypicolinic acid). Reaction SMILES: CCCP1(OP(CCC)(=O)OP(CCC)(=O)O1)=O.[NH2:19][C:20]1[CH:21]=[CH:22][C:23]([F:37])=[C:24]([C@@:26]2([CH:34]([F:36])[F:35])[C@H:32]3[C@H:30]([CH2:31]3)[O:29][C:28]([NH2:33])=[N:27]2)[CH:25]=1.[Cl:38][C:39]1[CH:40]=[C:41]([O:48][CH3:49])[C:42]([C:45](O)=[O:46])=[N:43][CH:44]=1>C([O-])(O)=O.[Na+]>[NH2:33][C:28]1[O:29][C@H:30]2[C@@H:32]([C@:26]([C:24]3[CH:25]=[C:20]([NH:19][C:45](=[O:46])[C:42]4[C:41]([O:48][CH3:49])=[CH:40][C:39]([Cl:38])=[CH:44][N:43]=4)[CH:21]=[CH:22][C:23]=3[F:37])([CH:34]([F:35])[F:36])[N:27]=1)[CH2:31]2 |f:3.4|. Procedure details: A solution of 1-propanephosphonic acid cyclic anhydride (50 wt % in EtOAc, 0.352 ml, 0.553 mmol) was added to a solution of (1R,5S,6R)-5-(5-amino-2-fluorophenyl)-5-(difluoromethyl)-2-oxa-4-azabicyclo[4.1.0]hept-3-en-3-amine (16g-B, 0.075 g, 0.277 mmol) and 5-chloro-3-methoxypicolinic acid (0.062 g, 0.332 mmol) in EtOAC (2 mL) at room temperature. The reaction mixture was stirred at rt for 12 h, diluted with aqueous saturated NaHCO3 solution and extracted with EtOAC. The organic phase dried over ... Run in C(=O)(O)[O-].[Na+] (NaHCO3). Reactants: COc1nc2cc(Cl)c(Cl)c(CBr)c2nc1OC, [Cl-], Cl, Cl, [H-], [NH4+], [Na+], c1n[nH]cc1CCCN1CCOCC1, O. Product: COc1nc2cc(Cl)c(Cl)c(Cn3cc(CCCN4CCOCC4)cn3)c2nc1OC. As a reaction SMILES: [Br:19][CH2:20][c:21]1[c:22]2[n:23][c:24]([O:35][CH3:36])[c:25]([O:33][CH3:34])[n:26][c:27]2[cH:28][c:29]([Cl:32])[c:30]1[Cl:31].[Cl-:37].[ClH:1].[ClH:2].[H-:17].[NH4+:38].[Na+:18].[O:3]1[CH2:4][CH2:5][N:6]([CH2:9][CH2:10][CH2:11][c:12]2[cH:13][n:14][nH:15][cH:16]2)[CH2:7][CH2:8]1.[OH2:39]>>[O:3]1[CH2:4][CH2:5][N:6]([CH2:9][CH2:10][CH2:11][c:12]2[cH:13][n:14][n:15]([CH2:20][c:21]3[c:22]4[n:23][c:24]([O:35][CH3:36])[c:25]([O:33][CH3:34])[n:26][c:27]4[cH:28][c:29]([Cl:32])[c:30]3[Cl:31])[cH:16]2)[CH2:7][CH2:8]1. Reactants: [Al+3], CCOC(=O)c1cc2c(Nc3cccc(Cl)c3)ncnc2[nH]1, [H-], [H-], [H-], [H-], [Li+], O. Product: OCc1cc2c(Nc3cccc(Cl)c3)ncnc2[nH]1. RXN SMILES: [Al+3:2].[Cl:7][c:8]1[cH:9][c:10]([NH:11][c:12]2[c:13]3[c:14]([n:15][cH:16][n:17]2)[nH:18][c:19]([C:21](=[O:22])[O:23][CH2:24][CH3:25])[cH:20]3)[cH:26][cH:27][cH:28]1.[H-:1].[H-:4].[H-:5].[H-:6].[Li+:3].[OH2:29]>>[Cl:7][c:8]1[cH:9][c:10]([NH:11][c:12]2[c:13]3[c:14]([n:15][cH:16][n:17]2)[nH:18][c:19]([CH2:21][OH:22])[cH:20]3)[cH:26][cH:27][cH:28]1. The reactants are C(C1=CC=CC=C1)OC(=O)N1[C@@H](CCC1)C(=O)N(C)C ((S)-1-benzyloxycarbonyl-N,N-dimethyl-2-pyrrolidinecarboxamide), [H][H] (hydrogen). Reagents/catalysts: [C].[Pd] (palladium-carbon). Run in C(C)O (ethanol). Yields the product CN(C(=O)[C@H]1NCCC1)C ((S)-N,N-dimethyl-2-pyrrolidinecarboxamide). Yield: 99.0%. As a reaction SMILES: C(OC([N:11]1[CH2:15][CH2:14][CH2:13][C@H:12]1[C:16]([N:18]([CH3:20])[CH3:19])=[O:17])=O)C1C=CC=CC=1.[H][H]>C(O)C.[C].[Pd]>[CH3:19][N:18]([CH3:20])[C:16]([C@@H:12]1[CH2:13][CH2:14][CH2:15][NH:11]1)=[O:17] |f:3.4|. Reported procedure: In 86 ml of ethanol was dissolved 4.3 g of compound (88) and after adding thereto 210 mg of 10% palladium-carbon, the mixture was stirred vigorously for 90 minutes in a hydrogen stream. After filtering off the catalyst, ethanol was distilled off under reduced pressure to provide 2.19 g of crude (S)-N,N-dimethyl-2-pyrrolidinecarboxamide (89). Starting materials: C(C)(C)(C)OC(=O)N[C@@H]1C[C@@H](CNC1)C(=O)O (cis-(+/−)-5-(tert-butoxycarbonylamino)piperidine-3-carboxylic acid), CCN(C(C)C)C(C)C (DIEA), C(C1=CC=CC=C1)OC(=O)ON1C(CCC1=O)=O (N-(benzyloxycarbonyloxy)succinimide). The solvent is ClCCl (dichloromethane). Run at time 8 hour. The product is C(C1=CC=CC=C1)OC(=O)N1C[C@H](C[C@H](C1)NC(=O)OC(C)(C)C)C(=O)O (cis-(+/−)-1-(benzyloxycarbonyl)-5-(tert-butoxy-carbonylamino)piperidine-3-carboxylic acid). Yield: 99.0%. As a reaction SMILES: [C:1]([O:5][C:6]([NH:8][C@H:9]1[CH2:14][NH:13][CH2:12][C@@H:11]([C:15]([OH:17])=[O:16])[CH2:10]1)=[O:7])([CH3:4])([CH3:3])[CH3:2].CCN(C(C)C)C(C)C.[CH2:27]([O:34][C:35](ON1C(=O)CCC1=O)=[O:36])[C:28]1[CH:33]=[CH:32][CH:31]=[CH:30][CH:29]=1>ClCCl>[CH2:27]([O:34][C:35]([N:13]1[CH2:14][C@H:9]([NH:8][C:6]([O:5][C:1]([CH3:4])([CH3:2])[CH3:3])=[O:7])[CH2:10][C@H:11]([C:15]([OH:17])=[O:16])[CH2:12]1)=[O:36])[C:28]1[CH:33]=[CH:32][CH:31]=[CH:30][CH:29]=1. Procedure: To a solution of cis-(+/−)-5-(tert-butoxycarbonylamino)piperidine-3-carboxylic acid (1.0 eq.) in dichloromethane (0.2 M) was added DIEA(1.1 eq.), followed by N-(benzyloxycarbonyloxy)succinimide (1.0 eq.); the reaction was stirred at r.t. overnight. The solvent was removed under reduced pressure. To the crude was added EtOAc and 1N HCl. After extraction, the organic layer was washed with brine, dried and filtered, and concentrated to yield cis-(+/−)-1-(benzyloxycarbonyl)-5-(tert-butoxy-carbonylam...